This data is from the Open Reaction Database (ORD), a public repository of structured organic reaction records. The task is: describe an organic reaction: reactants, conditions, products, and yield Reactants: CC1=C2N(C3=CC=CC=C13)C(C(CC2)CC=2N=CNC2C)=O.CC1(C2CCC1(C(=O)C2)CS(=O)(=O)O)C ((+)8,9-dihydro-10-methyl-7-[(5-methyl-1H-imidazol-4-yl)methyl]pyrido[1,2-a]indol-6(7H)-one·CSA), CO (methanol), [OH-].[Na+] (sodium hydroxide). Run in O (water). Yields the product CC1=C2N(C3=CC=CC=C13)C(C(CC2)CC=2N=CNC2C)=O ((+)8,9-dihydro-10-methyl-7-[(5-methyl-1H-imidazol-4-yl)methyl]pyrido[1,2-a]indol-6(7H)-one). Isolated yield 96.0%. RXN SMILES: [CH3:1][C:2]1[C:10]2[C:5](=[CH:6][CH:7]=[CH:8][CH:9]=2)[N:4]2[C:11](=[O:22])[CH:12]([CH2:15][C:16]3[N:17]=[CH:18][NH:19][C:20]=3[CH3:21])[CH2:13][CH2:14][C:3]=12.CC1(C)C2(CS(O)(=O)=O)C(CC1CC2)=O.CO.[OH-].[Na+]>O>[CH3:1][C:2]1[C:10]2[C:5](=[CH:6][CH:7]=[CH:8][CH:9]=2)[N:4]2[C:11](=[O:22])[CH:12]([CH2:15][C:16]3[N:17]=[CH:18][NH:19][C:20]=3[CH3:21])[CH2:13][CH2:14][C:3]=12 |f:0.1,3.4|. Procedure details: (+)8,9-dihydro-10-methyl-7-[(5-methyl-1H-imidazol-4-yl)methyl]pyrido[1,2-a]indol-6(7H)-one·CSA salt (100 g) was suspended in the mixture of methanol (300 ml) and deionized water (700 ml), and adjusted to pH11.5-12.5 with 24% aqueous sodium hydroxide, the crystals were collected by filtration, washed with water, and dried to obtain (+)8,9-dihydro-10-methyl-7-[(5-methyl-1H-imidazol-4-yl)methyl]pyrido[1,2-a]indol-6(7H)-one as white crystals. Reactants: C(C)NCC1=CC=C(C=C1)OC (N-ethyl-4-methoxybenzenemethanamine), C=O (paraformaldehyde), C(C#C)O (propargyl alcohol), CO (MeOH). Reagents/catalysts: Cl[Cu] (CuCl). Run in O1CCOCC1 (1,4-dioxane), C(Cl)Cl (CH2Cl2). Yields the product C(C)N(CC#CCO)CC1=CC=C(C=C1)OC (4-[N-ethyl-(4-methoxyphenyl)methylamino]-2-butyn-1-ol). The yield is 80.3%. As a reaction SMILES: [CH2:1]([NH:3][CH2:4][C:5]1[CH:10]=[CH:9][C:8]([O:11][CH3:12])=[CH:7][CH:6]=1)[CH3:2].[CH2:13]=O.[CH2:15]([OH:18])[C:16]#[CH:17].CO>O1CCOCC1.C(Cl)Cl.Cl[Cu]>[CH2:1]([N:3]([CH2:4][C:5]1[CH:6]=[CH:7][C:8]([O:11][CH3:12])=[CH:9][CH:10]=1)[CH2:13][C:17]#[C:16][CH2:15][OH:18])[CH3:2]. Procedure: A mixture of N-ethyl-4-methoxybenzenemethanamine (13.3 g, 80.6 mmol), paraformaldehyde (3.63 g), propargyl alcohol (6.33 g, 113 mmol) and CuCl (0.311 g) in 350 mL of 1,4-dioxane was stirred at reflux for 30 min. The reaction mixture was cooled to room temperature and concentrated. The residue was diluted with 200 mL of 50% NH4OH and extracted with EtOAc. The combined extracts were washed with water, brine, dried and concentrated. The residue was chromatographed on silica gel (elution with 2.5% M... Starting materials: C(C)(C)(C)OC(NC1CCC(CC1)NC(C1=CC(=CC(=C1)O)OC1=CC=C(C=C1)C#N)=O)=O ({4-[3-(4-cyano-phenoxy)-5-hydroxy-benzoylamino]-cyclohexyl}-carbamic acid tert-butyl ester), C(C)(C)(C)OC(NC1=NC=C(C=C1)CBr)=O ((5-bromomethyl-pyridin-2-yl)-carbamic acid tert-butyl ester). Product: C(C)(C)(C)OC(NC1=NC=C(C=C1)COC1=CC(=CC(=C1)OC1=CC=C(C=C1)C#N)C(NC1CCC(CC1)NC(=O)OC(C)(C)C)=O)=O ({5-[3-(4-tert-Butoxycarbonylamino-cyclohexylcarbamoyl)-5-(4-cyano-phenoxy)-phenoxymethyl]-pyridin-2-yl}-carbamic Acid Tert-Butyl Ester). Yield: 81.5%. As a reaction SMILES: [C:1]([O:5][C:6](=[O:33])[NH:7][CH:8]1[CH2:13][CH2:12][CH:11]([NH:14][C:15](=[O:32])[C:16]2[CH:21]=[C:20]([OH:22])[CH:19]=[C:18]([O:23][C:24]3[CH:29]=[CH:28][C:27]([C:30]#[N:31])=[CH:26][CH:25]=3)[CH:17]=2)[CH2:10][CH2:9]1)([CH3:4])([CH3:3])[CH3:2].[C:34]([O:38][C:39](=[O:49])[NH:40][C:41]1[CH:46]=[CH:45][C:44]([CH2:47]Br)=[CH:43][N:42]=1)([CH3:37])([CH3:36])[CH3:35]>>[C:34]([O:38][C:39](=[O:49])[NH:40][C:41]1[CH:46]=[CH:45][C:44]([CH2:47][O:22][C:20]2[CH:19]=[C:18]([O:23][C:24]3[CH:29]=[CH:28][C:27]([C:30]#[N:31])=[CH:26][CH:25]=3)[CH:17]=[C:16]([C:15](=[O:32])[NH:14][CH:11]3[CH2:12][CH2:13][CH:8]([NH:7][C:6]([O:5][C:1]([CH3:4])([CH3:2])[CH3:3])=[O:33])[CH2:9][CH2:10]3)[CH:21]=2)=[CH:43][N:42]=1)([CH3:37])([CH3:36])[CH3:35]. Reported procedure: Using 1.2 g (2.65 mmol) of {4-[3-(4-cyano-phenoxy)-5-hydroxy-benzoylamino]-cyclohexyl}-carbamic acid tert-butyl ester and (5-bromomethyl-pyridin-2-yl)-carbamic acid tert-butyl ester (0.76 g, 2.65 mmol) and following the procedure of Example 42(b) afforded 1.42 g of the required product. 1HNMR (DMSO-d6): δ 1.25 (4H, m), 1.4 (27H, s), 1.8 (4H, m), 3.20 (1H, m), 3.75 m), 5.25 (2H, s), 6.75 (1H, d), 7.05 (1H, s), 7.15 (2H, d), 7.2 (1H, s), 7.45 (2H, m), 7.85 (2H, d), 7.95 (1H, d), 8.25 (1H, d), 8.5 ... The product is ClC1=CC(=NC(=N1)N)NC1=CC(=C(C=C1)OC1=C2C(=NC=C1)NC=C2)F (6-Chloro-N4-[3-fluoro-4-(1H-pyrrolo[2,3-b]pyridin-4-yloxy)phenyl]pyrimidine-2,4-diamine). Reaction SMILES: [F:1][C:2]1[CH:3]=[C:4]([CH:6]=[CH:7][C:8]=1[O:9][C:10]1[CH:15]=[CH:14][N:13]=[C:12]2[NH:16][CH:17]=[CH:18][C:11]=12)[NH2:5].[Cl:19][C:20]1[CH:25]=[C:24](Cl)[N:23]=[C:22]([NH2:27])[N:21]=1>>[Cl:19][C:20]1[N:21]=[C:22]([NH2:27])[N:23]=[C:24]([NH:5][C:4]2[CH:6]=[CH:7][C:8]([O:9][C:10]3[CH:15]=[CH:14][N:13]=[C:12]4[NH:16][CH:17]=[CH:18][C:11]=34)=[C:2]([F:1])[CH:3]=2)[CH:25]=1. Reported procedure: Analogously to example 8, the title compound is synthesized from 266 mg (1.09 mmol) of 3-fluoro-4-(1H-pyrrolo[2,3-b]pyridin-4-yloxy)aniline (from example XIX) and 179 mg (1.09 mmol) of 4,6-dichloro-2-pyrimidineamine. Reactants: FC=1C=C(N)C=CC1OC1=C2C(=NC=C1)NC=C2 (3-Fluoro-4-(1H-pyrrolo[2,3-b]pyridin-4-yloxy)aniline), ClC1=NC(=NC(=C1)Cl)N (4,6-dichloro-2-pyrimidineamine). Reactants: CI, CS(C)=O, CCOC(C)=O, Cc1ccc(O)cn1, [K+], [OH-], O. Product: COc1ccc(C)nc1. Reaction SMILES: [CH3:11][I:12].[CH3:14][S:15]([CH3:16])=[O:17].[CH3:18][CH2:19][O:20][C:21](=[O:22])[CH3:23].[CH3:1][c:2]1[cH:3][cH:4][c:5]([OH:8])[cH:6][n:7]1.[K+:10].[OH-:9].[OH2:13]>>[CH3:1][c:2]1[cH:3][cH:4][c:5]([O:8][CH3:11])[cH:6][n:7]1. Yields the product O=C(NC1CCN(CC(O)c2ccccc2)CC1)c1ccccc1. RXN SMILES: [BH4-:1].[CH3:29][OH:30].[Na+:28].[Na+:2].[OH-:27].[c:3]1([C:9]([CH2:10][N:11]2[CH2:12][CH2:13][CH:14]([NH:17][C:18]([c:19]3[cH:20][cH:21][cH:22][cH:23][cH:24]3)=[O:25])[CH2:15][CH2:16]2)=[O:26])[cH:4][cH:5][cH:6][cH:7][cH:8]1>>[c:3]1([CH:9]([CH2:10][N:11]2[CH2:12][CH2:13][CH:14]([NH:17][C:18]([c:19]3[cH:20][cH:21][cH:22][cH:23][cH:24]3)=[O:25])[CH2:15][CH2:16]2)[OH:26])[cH:4][cH:5][cH:6][cH:7][cH:8]1. Reactants: [BH4-], CO, [Na+], [Na+], [OH-], O=C(CN1CCC(NC(=O)c2ccccc2)CC1)c1ccccc1. Starting materials: Br, BrBr, CC(=O)O, COc1ccccc1[N+](=O)[O-], O. The product is COc1ccc(Br)cc1[N+](=O)[O-]. As a reaction SMILES: [Br:1].[Br:2][Br:3].[CH3:16][C:17](=[O:18])[OH:19].[CH3:4][O:5][c:6]1[cH:7][cH:8][cH:9][cH:10][c:11]1[N+:12]([O-:13])=[O:14].[OH2:15]>>[Br:2][c:9]1[cH:8][cH:7][c:6]([O:5][CH3:4])[c:11]([N+:12]([O-:13])=[O:14])[cH:10]1. Starting materials: [Cl-].C1(CCCCCC1)C[NH2+]CCCl (N-cycloheptylmethyl-N-(2-chloroethyl)ammonium chloride), COC1=C(C=CC(=C1)[N+](=O)[O-])N=C=S (2-methoxy-4-nitrophenyl isothiocyanate). The product is COC1=C(C=CC(=C1)[N+](=O)[O-])N=C1SCCN1CC1CCCCCC1 (2-(2-methoxy-4-nitrophenylimino)-3-(cycloheptylmethyl)-1,3-thiazolidine). RXN SMILES: [Cl-].[CH:2]1([CH2:9][NH2+:10][CH2:11][CH2:12]Cl)[CH2:8][CH2:7][CH2:6][CH2:5][CH2:4][CH2:3]1.[CH3:14][O:15][C:16]1[CH:21]=[C:20]([N+:22]([O-:24])=[O:23])[CH:19]=[CH:18][C:17]=1[N:25]=[C:26]=[S:27]>>[CH3:14][O:15][C:16]1[CH:21]=[C:20]([N+:22]([O-:24])=[O:23])[CH:19]=[CH:18][C:17]=1[N:25]=[C:26]1[N:10]([CH2:9][CH:2]2[CH2:8][CH2:7][CH2:6][CH2:5][CH2:4][CH2:3]2)[CH2:11][CH2:12][S:27]1 |f:0.1|. Procedure: 2-Hydroxyethylamine was reacted with cycloheptylmethyl bromide according to Method B2a to give N-cycloheptylmethyl-N-(2-hydroxyethyl)amine. The alcohol was reacted with SOCl2 according to Method B7c to give N-cycloheptylmethyl-N-(2-chloroethyl)ammonium chloride. The chloroethylamine was reacted with 2-methoxy-4-nitrophenyl isothiocyanate to give 2-(2-methoxy-4-nitrophenylimino)-3-(cycloheptylmethyl)-1,3-thiazolidine.